Task: describe an organic reaction: reactants, conditions, products, and yield. Dataset: the Open Reaction Database (ORD), a public repository of structured organic reaction records The reactants are [OH-].[Na+] (sodium hydroxide), CNC1=CC=CC2=CC=CC(=C12)NC (N,N'-dimethyl-1,8-naphthalene diamine), C(CCCCCCCCCCCC)=O (tridecanal), C1(=CC=C(C=C1)S(=O)(=O)O)C (p-toluenesulfonic acid). The solvent is O1CCCC1 (tetrahydrofuran), O (water). Run at time 15 minute. Yields the product CN1C(N(C2=CC=CC3=CC=CC1=C23)C)CCCCCCCCCCCC (2,3-dihydro-1,3-dimethyl-2-dodecyl perimidine). RXN SMILES: [CH3:1][NH:2][C:3]1[C:12]2[C:7](=[CH:8][CH:9]=[CH:10][C:11]=2[NH:13][CH3:14])[CH:6]=[CH:5][CH:4]=1.[CH:15](=O)[CH2:16][CH2:17][CH2:18][CH2:19][CH2:20][CH2:21][CH2:22][CH2:23][CH2:24][CH2:25][CH2:26][CH3:27].C1(C)C=CC(S(O)(=O)=O)=CC=1.[OH-].[Na+]>O.O1CCCC1>[CH3:14][N:13]1[C:11]2=[C:12]3[C:7](=[CH:8][CH:9]=[CH:10]2)[CH:6]=[CH:5][CH:4]=[C:3]3[N:2]([CH3:1])[CH:15]1[CH2:16][CH2:17][CH2:18][CH2:19][CH2:20][CH2:21][CH2:22][CH2:23][CH2:24][CH2:25][CH2:26][CH3:27] |f:3.4|. Reported procedure: A mixture of the N,N'-dimethyl-1,8-naphthalene diamine (0.50 g, 2.7 mmol, 186), tridecanal (0.56 g, 2.85 mmol. 197), p-toluenesulfonic acid (5 mg), and tetrahydrofuran (5 ml) was prepared and stirred at room temperature for 15 minutes. The mixture was basified with 25% sodium hydroxide (1.0 ml), diluted with water (20 ml) and extracted with ether (100 ml). The extract was dried over potassium carbonate, concentrated to give 2,3-dihydro-1,3-dimethyl-2-dodecyl perimidine as a solid: mp 30-32° C.; ... The reactants are NC[C@H]1N([C@H]2C[C@H]2C1)C(=O)C=1N=C(SC1C1=CC(=CC=C1)F)C ([(1S,3S,5S)-3-aminomethyl-2-aza-bicyclo[3.1.0]hex-2-yl]-[5-(3-fluoro-phenyl)-2-methyl-thiazol-4-yl]-methanone), CC1(OC2=C(C1)C=CC=C2C(=O)O)C (2,2-dimethyl-2,3-dihydro-benzofuran-7-carboxylic acid). The product is FC=1C=C(C=CC1)C1=C(N=C(S1)C)C(=O)N1[C@H]2C[C@H]2C[C@H]1CNC(=O)C1=CC=CC=2CC(OC21)(C)C (2,2-dimethyl-2,3-dihydro-benzofuran-7-carboxylic acid {(1S,3S,5S)-2-[5-(3-fluoro-phenyl)-2-methyl-thiazole-4-carbonyl]-2-aza-bicyclo[3.1.0]hex-3-ylmethyl}-amide). RXN SMILES: [NH2:1][CH2:2][C@@H:3]1[CH2:8][C@H:7]2[C@H:5]([CH2:6]2)[N:4]1[C:9]([C:11]1[N:12]=[C:13]([CH3:23])[S:14][C:15]=1[C:16]1[CH:21]=[CH:20][CH:19]=[C:18]([F:22])[CH:17]=1)=[O:10].[CH3:24][C:25]1([CH3:37])[CH2:29][C:28]2[CH:30]=[CH:31][CH:32]=[C:33]([C:34](O)=[O:35])[C:27]=2[O:26]1>>[F:22][C:18]1[CH:17]=[C:16]([C:15]2[S:14][C:13]([CH3:23])=[N:12][C:11]=2[C:9]([N:4]2[C@H:3]([CH2:2][NH:1][C:34]([C:33]3[C:27]4[O:26][C:25]([CH3:37])([CH3:24])[CH2:29][C:28]=4[CH:30]=[CH:31][CH:32]=3)=[O:35])[CH2:8][C@H:7]3[C@@H:5]2[CH2:6]3)=[O:10])[CH:21]=[CH:20][CH:19]=1. Reported procedure: prepared by reaction of [(1S,3S,5S)-3-aminomethyl-2-aza-bicyclo[3.1.0]hex-2-yl]-[5-(3-fluoro-phenyl)-2-methyl-thiazol-4-yl]-methanone with 2,2-dimethyl-2,3-dihydro-benzofuran-7-carboxylic acid. LC-MS (basic): tR=0.96 min; [M+H]+=506.2. Procedure details: 25 mL of anhydrous THF was placed under nitrogen and cooled to −78° C. 2.2 ml (5.5 mmol) of a 2.5 M solution of n-butyl lithium in hexanes were added. To the resulting solution was slowly added 0.7 mL (1.4 g, 5.8 mmol) of 1,3-dibromobenzene. Upon complete addition the resulting solution was stirred at −78° C. for 90 min. 1.00 g (5.71 mmol) of 3-trifluoromethyl-pyridine-2-carbaldehyde was added rapidly. The dark solution was warmed to −20° C. and stirred for 20 min at that temperature. The result... Reactants: FC(C=1C(=NC=CC1)C=O)(F)F (3-trifluoromethyl-pyridine-2-carbaldehyde), solution, C(CCC)[Li] (n-butyl lithium), BrC1=CC(=CC=C1)Br (1,3-dibromobenzene), C(CC(O)(C(=O)O)CC(=O)O)(=O)O (citric acid). Reaction SMILES: C([Li])CCC.Br[C:7]1[CH:12]=[CH:11][CH:10]=[C:9]([Br:13])[CH:8]=1.[F:14][C:15]([F:25])([F:24])[C:16]1[C:17]([CH:22]=[O:23])=[N:18][CH:19]=[CH:20][CH:21]=1.C(O)(=O)CC(CC(O)=O)(C(O)=O)O>ClCCl.C1COCC1>[Br:13][C:9]1[CH:8]=[C:7]([CH:22]([C:17]2[C:16]([C:15]([F:25])([F:14])[F:24])=[CH:21][CH:20]=[CH:19][N:18]=2)[OH:23])[CH:12]=[CH:11][CH:10]=1. Product: BrC=1C=C(C=CC1)C(O)C1=NC=CC=C1C(F)(F)F ((3-bromo-phenyl)-(3-trifluoromethyl-pyridin-2-yl)-methanol). Run at temperature -78 celsius, time 90 minute. Isolated yield 55.5%. Run in C1CCOC1 (THF), ClCCl (dichloromethane), hexanes. Reactants: [Al+3], [H-], [H-], [H-], [H-], [Li+], [Na+], C1CCOC1, [OH-], O, O=C1Nc2occc2Cn2cccc21. Yields the product c1cc2n(c1)Cc1ccoc1NC2. As a reaction SMILES: [Al+3:2].[H-:1].[H-:4].[H-:5].[H-:6].[Li+:3].[Na+:23].[O:24]1[CH2:25][CH2:26][CH2:27][CH2:28]1.[OH-:22].[OH2:21].[o:7]1[cH:8][cH:9][c:10]2[c:11]1[NH:12][C:13](=[O:20])[c:14]1[n:15]([cH:17][cH:18][cH:19]1)[CH2:16]2>>[o:7]1[cH:8][cH:9][c:10]2[c:11]1[NH:12][CH2:13][c:14]1[n:15]([cH:17][cH:18][cH:19]1)[CH2:16]2. The reactants are CC(C#N)(Cc1ccc(CCCO[Si](C)(C)C(C)(C)C)cc1)C(=O)N(Cc1cccc(Cl)c1Cl)C1CC1, C1CCOC1, CCCC[N+](CCCC)(CCCC)CCCC, [F-]. Product: CC(C#N)(Cc1ccc(CCCO)cc1)C(=O)N(Cc1cccc(Cl)c1Cl)C1CC1. As a reaction SMILES: [C:1]([Si:2]([CH3:3])([CH3:4])[O:6][CH2:7][CH2:8][CH2:9][c:10]1[cH:11][cH:12][c:13]([CH2:16][C:17]([C:18](=[O:19])[N:20]([CH2:21][c:22]2[c:23]([Cl:29])[c:24]([Cl:28])[cH:25][cH:26][cH:27]2)[CH:30]2[CH2:31][CH2:32]2)([CH3:33])[C:34]#[N:35])[cH:14][cH:15]1)([CH3:5])([CH3:36])[CH3:37].[CH2:56]1[O:57][CH2:58][CH2:59][CH2:60]1.[CH3:39][CH2:40][CH2:41][CH2:42][N+:43]([CH2:44][CH2:45][CH2:46][CH3:47])([CH2:48][CH2:49][CH2:50][CH3:51])[CH2:52][CH2:53][CH2:54][CH3:55].[F-:38]>>[OH:6][CH2:7][CH2:8][CH2:9][c:10]1[cH:11][cH:12][c:13]([CH2:16][C:17]([C:18](=[O:19])[N:20]([CH2:21][c:22]2[c:23]([Cl:29])[c:24]([Cl:28])[cH:25][cH:26][cH:27]2)[CH:30]2[CH2:31][CH2:32]2)([CH3:33])[C:34]#[N:35])[cH:14][cH:15]1.